From a dataset of the Open Reaction Database (ORD), a public repository of structured organic reaction records. describe an organic reaction: reactants, conditions, products, and yield The reactants are O=O (oxygen), COC(=O)C1N(CC(C1)CC=CC)C(=O)OC(C)(C)C (4-but-2-enyl-pyrrolidine-1,2-dicarboxylic acid 1-tert-butyl ester 2-methyl ester). Reagents/catalysts: [Pd](Cl)Cl (palladium(II)chloride), [Cu]Cl (copper(I) chloride). Solvent: CN(C)C=O (DMF), O (water). Product: COC(=O)C1N(CC(C1)CCC(C)=O)C(=O)OC(C)(C)C (4-(3-oxo-butyl)-pyrrolidine-1,2-dicarboxylic acid 1-tert-butyl ester 2-methyl ester). Yield: 71.0%. Reaction SMILES: [CH3:1][O:2][C:3]([CH:5]1[CH2:9][CH:8]([CH2:10][CH:11]=[CH:12][CH3:13])[CH2:7][N:6]1[C:14]([O:16][C:17]([CH3:20])([CH3:19])[CH3:18])=[O:15])=[O:4].[O:21]=O>CN(C=O)C.O.[Pd](Cl)Cl.[Cu]Cl>[CH3:1][O:2][C:3]([CH:5]1[CH2:9][CH:8]([CH2:10][CH2:11][C:12](=[O:21])[CH3:13])[CH2:7][N:6]1[C:14]([O:16][C:17]([CH3:19])([CH3:18])[CH3:20])=[O:15])=[O:4]. Procedure details: To a solution of 4-but-2-enyl-pyrrolidine-1,2-dicarboxylic acid 1-tert-butyl ester 2-methyl ester (149 mg, 0.42 mmol, 1 equiv) in DMF (1.4 mL) and water (0.2 mL) were added palladium(II)chloride (7.4 mg, 0.042 mmol, 0.1 equiv) and copper(I) chloride (41.1 mg, 0.42 mmol, 1 equiv). The mixture was stirred at 50° C. overnight with oxygen bubbling into the mixture. The mixture was filtered and the filtrate was concentrated under high vacuum. The residue was diluted with ethyl acetate, washed with wa... The reactants are ClC1=CC(=CC=C1)C(=O)OO (3-chloroperbenzoic acid), C(CCC)OCCOC1=CC=C(C=C1)C=1C=CC2=C(C=C(CCN2CC(C)C)C(=O)NC2=CC=C(C=C2)SCC=2N(C=NC2)CCCC)C1 (7-[4-(2-butoxyethoxy)phenyl]-1-isobutyl-N-[4-[(3-butylimidazol-4-yl)methylthio]phenyl]-2,3-dihydro-1H-1-benzazepine-4-carboxamide), S(=S)(=O)([O-])[O-].[Na+].[Na+] (sodium thiosulfate). Solvent: ClCCl (dichloromethane), ClCCl (dichloromethane). Conditions: temperature -78 celsius, time 1 hour. Yields the product C(CCC)OCCOC1=CC=C(C=C1)C=1C=CC2=C(C=C(CCN2CC(C)C)C(=O)NC2=CC=C(C=C2)S(=O)CC=2N(C=NC2)CCCC)C1 (7-[4-(2-butoxyethoxy)phenyl]-1-isobutyl-N-[4-[(3-butylimidazol-4-yl)methylsulfinyl]phenyl]-2,3-dihydro-1H-1-benzazepine-4-carboxamide). Yield: 61.2%. RXN SMILES: [CH2:1]([O:5][CH2:6][CH2:7][O:8][C:9]1[CH:14]=[CH:13][C:12]([C:15]2[CH:16]=[CH:17][C:18]3[N:24]([CH2:25][CH:26]([CH3:28])[CH3:27])[CH2:23][CH2:22][C:21]([C:29]([NH:31][C:32]4[CH:37]=[CH:36][C:35]([S:38][CH2:39][C:40]5[N:41]([CH2:45][CH2:46][CH2:47][CH3:48])[CH:42]=[N:43][CH:44]=5)=[CH:34][CH:33]=4)=[O:30])=[CH:20][C:19]=3[CH:49]=2)=[CH:11][CH:10]=1)[CH2:2][CH2:3][CH3:4].ClC1C=CC=C(C(OO)=[O:58])C=1.S([O-])([O-])(=O)=S.[Na+].[Na+]>ClCCl>[CH2:1]([O:5][CH2:6][CH2:7][O:8][C:9]1[CH:10]=[CH:11][C:12]([C:15]2[CH:16]=[CH:17][C:18]3[N:24]([CH2:25][CH:26]([CH3:27])[CH3:28])[CH2:23][CH2:22][C:21]([C:29]([NH:31][C:32]4[CH:33]=[CH:34][C:35]([S:38]([CH2:39][C:40]5[N:41]([CH2:45][CH2:46][CH2:47][CH3:48])[CH:42]=[N:43][CH:44]=5)=[O:58])=[CH:36][CH:37]=4)=[O:30])=[CH:20][C:19]=3[CH:49]=2)=[CH:13][CH:14]=1)[CH2:2][CH2:3][CH3:4] |f:2.3.4|. Procedure: 7-[4-(2-butoxyethoxy)phenyl]-1-isobutyl-N-[4-[(3-butylimidazol-4-yl)methylthio]phenyl]-2,3-dihydro-1H-1-benzazepine-4-carboxamide (1.15 g) was dissolved in dichloromethane (40 ml), and the mixture was cooled to −78° C. A solution of 3-chloroperbenzoic acid (0.62 g) in dichloromethane (10 ml) was added dropwise to the solution. The mixture was stirred for 1 hour at −78° C., and then, an aqueous solution of sodium thiosulfate was added to the mixture. The mixture was concentrated, and extracted wi...